describe an organic reaction: reactants, conditions, products, and yield From a dataset of the Open Reaction Database (ORD), a public repository of structured organic reaction records. RXN SMILES: O=[C:2]1[CH2:7][CH2:6][N:5]([C:8]([O:10][C:11]([CH3:14])([CH3:13])[CH3:12])=[O:9])[CH2:4][CH2:3]1.[F:15][C:16]1[CH:23]=[CH:22][C:19]([CH2:20][NH2:21])=[CH:18][CH:17]=1.C(O)(=O)C.[BH3-]C#N.[Na+]>CO.O>[F:15][C:16]1[CH:23]=[CH:22][C:19]([CH2:20][NH:21][CH:2]2[CH2:7][CH2:6][N:5]([C:8]([O:10][C:11]([CH3:14])([CH3:13])[CH3:12])=[O:9])[CH2:4][CH2:3]2)=[CH:18][CH:17]=1 |f:3.4|. Starting materials: O=C1CCN(CC1)C(=O)OC(C)(C)C (tert-butyl 4-oxo-1-piperidine carboxylate), FC1=CC=C(CN)C=C1 (4-fluorobenzylamine), C(C)(=O)O (acetic acid), [BH3-]C#N.[Na+] (NaCNBH3). The solvent is CO (methanol), CO (methanol), CO (methanol), CO (methanol), O (water). Yields the product FC1=CC=C(C=C1)CNC1CCN(CC1)C(=O)OC(C)(C)C (tert-butyl 4-((4-fluorophenyl)methyl)amino-piperidine carboxylate). Procedure details: To a solution of commercially available tert-butyl 4-oxo-1-piperidine carboxylate (400 mg, 2 mmol) in methanol (1 ml) and 4-fluorobenzylamine (0.114 ml, 1 mmol) in methanol (1 ml) was added acetic acid in methanol (1 M, 1.34 ml) followed by NaCNBH3 in methanol (0.3 M, 4.4 ml). The resulting solution was stirred at room temperature. After 24 h, water (2 ml) was added, and the mixture was stirred for 1 h, before it was concentrated. The resulting oil was redissolved in diethyl ether (20 ml), extra... Run at time 24 hour.